This data is from the Open Reaction Database (ORD), a public repository of structured organic reaction records. The task is: describe an organic reaction: reactants, conditions, products, and yield Reactants: CC(CN1CCNCC1)N1N=CC(=C1)C=1C2=C(N=CN1)N(C=C2)COCC[Si](C)(C)C (4-[1-(1-methyl-2-piperazin-1-ylethyl)-1H-pyrazol-4-yl]-7-{[2-(trimethylsilyl)ethoxy]methyl}-7H-pyrrolo[2,3-d]pyrimidine), C(#N)C1=C(C=CC=C1)S(=O)(=O)Cl (2-cyanobenzenesulfonyl chloride). Yields the product N1=CN=C(C2=C1NC=C2)C=2C=NN(C2)C(CN2CCN(CC2)S(=O)(=O)C2=C(C#N)C=CC=C2)C (2-[(4-{2-[4-(7H-pyrrolo[2,3-d]pyrimidin-4-yl)-1H-pyrazol-1-yl]propyl}piperazin-1-yl)sulfonyl]benzonitrile). RXN SMILES: [CH3:1][CH:2]([N:10]1[CH:14]=[C:13]([C:15]2[C:16]3[CH:23]=[CH:22][N:21](COCC[Si](C)(C)C)[C:17]=3[N:18]=[CH:19][N:20]=2)[CH:12]=[N:11]1)[CH2:3][N:4]1[CH2:9][CH2:8][NH:7][CH2:6][CH2:5]1.[C:32]([C:34]1[CH:39]=[CH:38][CH:37]=[CH:36][C:35]=1[S:40](Cl)(=[O:42])=[O:41])#[N:33]>>[N:18]1[C:17]2[NH:21][CH:22]=[CH:23][C:16]=2[C:15]([C:13]2[CH:12]=[N:11][N:10]([CH:2]([CH3:1])[CH2:3][N:4]3[CH2:5][CH2:6][N:7]([S:40]([C:35]4[CH:36]=[CH:37][CH:38]=[CH:39][C:34]=4[C:32]#[N:33])(=[O:42])=[O:41])[CH2:8][CH2:9]3)[CH:14]=2)=[N:20][CH:19]=1. Procedure: This compound was prepared according to the procedure of Example 92, using 4-[1-(1-methyl-2-piperazin-1-ylethyl)-1H-pyrazol-4-yl]-7-{[2-(trimethylsilyl)ethoxy]methyl}-7H-pyrrolo[2,3-d]pyrimidine and 2-cyanobenzenesulfonyl chloride as the starting materials. 1H NMR (300 MHz, DMSO-D6): δ 12.05 (s, 1H); 8.61 (s, 1H); 8.58 (s, 1H); 8.21 (s, 1H); 8.07 (m, 1H); 7.95-7.78 (m, 3H); 7.53 (m, 1H); 6.88 (d, 1H); 4.62 (m, 1H); 2.98 (m, 4H); 2.82 (m, 1H); 2.59 (m, 3H); 2.36 (m, 2H); 1.40 (d, 3H); LCMS calcul... Reactants: [OH-].[K+] (potassium hydroxide), C1(=CC=CC=C1)S(=O)(=O)N1C(=CC=2C1=NC=C(C2)S(=O)(=O)C)C2=NC=CC=N2 (1-benzenesulfonyl-5-methanesulfonyl-2-(2-pyrimidinyl)-1H-pyrrolo[2,3-b]pyridine), O (water). Solvent: CO (methanol). Run at temperature 22.5 celsius, time 1 hour. The product is CS(=O)(=O)C=1C=C2C(=NC1)NC(=C2)C2=NC=CC=N2 (5-methanesulfonyl-2-(2-pyrimidinyl)-1H-pyrrolo[2,3-b]pyridine). Yield: 57.3%. RXN SMILES: C1(S([N:10]2[C:14]3=[N:15][CH:16]=[C:17]([S:19]([CH3:22])(=[O:21])=[O:20])[CH:18]=[C:13]3[CH:12]=[C:11]2[C:23]2[N:28]=[CH:27][CH:26]=[CH:25][N:24]=2)(=O)=O)C=CC=CC=1.[OH-].[K+].O>CO>[CH3:22][S:19]([C:17]1[CH:18]=[C:13]2[CH:12]=[C:11]([C:23]3[N:28]=[CH:27][CH:26]=[CH:25][N:24]=3)[NH:10][C:14]2=[N:15][CH:16]=1)(=[O:21])=[O:20] |f:1.2|. Procedure: To a suspension of the compound obtained in Example 6 (2) (1.10 g) in methanol (24 ml), a 1N aqueous potassium hydroxide solution (4.8 ml) was added and the mixture was stirred at 15 to 30° C. for 1 hour. The mixture was further heated under reflux for 15 minutes. After completion of the reaction, the reaction solution was poured into water, extracted with chloroform, washed with a saturated aqueous NaCl solution, dried over anhydrous sodium sulfate, filtered and concentrated under reduced press...